From a dataset of the Open Reaction Database (ORD), a public repository of structured organic reaction records. describe an organic reaction: reactants, conditions, products, and yield The reactants are CC(C(=O)O)C(CC)S(=O)C1=CC=C(C=C1)O (2-methyl-3-(p-hydroxyphenylsulfinyl) pentanoic acid), NC1[C@@H]2N(C(=C(CS2)COC(N)=O)C(=O)O)C1=O (7-amino-3-carbamoyloxymethyl-3-cephem-4-carboxylic acid). Yields the product CC(C(=O)NC1[C@@H]2N(C(=C(CS2)COC(N)=O)C(=O)O)C1=O)C(CC)S(=O)C1=CC=C(C=C1)O (7-[2-methyl-3-(p-hydroxyphenylsulfinyl)pentanamido]-3-carbamoyloxymethyl-3-cephem-4-carboxylic acid). RXN SMILES: [CH3:1][CH:2]([CH:6]([S:9]([C:11]1[CH:16]=[CH:15][C:14]([OH:17])=[CH:13][CH:12]=1)=[O:10])[CH2:7][CH3:8])[C:3]([OH:5])=O.[NH2:18][CH:19]1[C:34](=[O:35])[N:21]2[C:22]([C:31]([OH:33])=[O:32])=[C:23]([CH2:26][O:27][C:28](=[O:30])[NH2:29])[CH2:24][S:25][C@H:20]12>>[CH3:1][CH:2]([CH:6]([S:9]([C:11]1[CH:16]=[CH:15][C:14]([OH:17])=[CH:13][CH:12]=1)=[O:10])[CH2:7][CH3:8])[C:3]([NH:18][CH:19]1[C:34](=[O:35])[N:21]2[C:22]([C:31]([OH:33])=[O:32])=[C:23]([CH2:26][O:27][C:28](=[O:30])[NH2:29])[CH2:24][S:25][C@H:20]12)=[O:5]. Procedure details: 540 mg. of 2-methyl-3-(p-hydroxyphenylsulfinyl) pentanoic acid and 7-amino-3-carbamoyloxymethyl-3-cephem-4-carboxylic acid were reacted in the same manner as described in Example 28 and 144 mg. of 7-[2-methyl-3-(p-hydroxyphenylsulfinyl)pentanamido]-3-carbamoyloxymethyl-3-cephem-4-carboxylic acid were obtained. Reactants: [Cl-].[NH4+] (ammonium chloride), C(#N)C1=C(C(=CN1)C(=O)OCC)C1=CC(=C(C=C1)[N+](=O)[O-])F (ethyl 5-cyano-4-(3-fluoro-4-nitrophenyl)-1H-pyrrole-3-carboxylate). The reagents and catalysts are [Fe] (Iron). Run in C(C)O (ethanol), O (water), CO (methanol). Run at temperature 70 celsius. Yields the product NC1=C(C=C(C=C1)C=1C(=CNC1C#N)C(=O)OCC)F (ethyl 4-(4-amino-3-fluorophenyl)-5-cyano-1H-pyrrole-3-carboxylate). Isolated yield 94.0%. RXN SMILES: [Cl-].[NH4+].[C:3]([C:5]1[NH:9][CH:8]=[C:7]([C:10]([O:12][CH2:13][CH3:14])=[O:11])[C:6]=1[C:15]1[CH:20]=[CH:19][C:18]([N+:21]([O-])=O)=[C:17]([F:24])[CH:16]=1)#[N:4]>C(O)C.O.CO.[Fe]>[NH2:21][C:18]1[CH:19]=[CH:20][C:15]([C:6]2[C:7]([C:10]([O:12][CH2:13][CH3:14])=[O:11])=[CH:8][NH:9][C:5]=2[C:3]#[N:4])=[CH:16][C:17]=1[F:24] |f:0.1|. Reported procedure: Iron (Alrich cat#20930-9, 24.9 g, 445 mmol) and ammonium chloride (4.80 g, 89.7 mmol) were added to a suspension of ethyl 5-cyano-4-(3-fluoro-4-nitrophenyl)-1H-pyrrole-3-carboxylate (45.0 g, 148 mmol) in ethanol (540 mL) and water (180 mL) equipped with an overhead stirrer. The reaction was warmed (70° C.) for 2 h, and then cooled to rt. The mixture was diluted with methanol (500 mL) and then filtered through a well-packed pad of Celite®. The filter cake was thoroughly rinsed with methanol (1 L)... Reactants: COC(=O)C(N)Cc1ccc(NC(=O)c2c(Cl)cccc2Cl)cc1, COc1ccccc1C(=O)O. Yields the product COC(=O)C(Cc1ccc(NC(=O)c2c(Cl)cccc2Cl)cc1)NC(=O)c1ccccc1OC. Reaction SMILES: [CH3:1][O:2][C:3]([CH:4]([NH2:5])[CH2:6][c:7]1[cH:8][cH:9][c:10]([NH:13][C:14](=[O:15])[c:16]2[c:17]([Cl:23])[cH:18][cH:19][cH:20][c:21]2[Cl:22])[cH:11][cH:12]1)=[O:24].[CH3:25][O:26][c:27]1[cH:28][cH:29][cH:30][cH:31][c:32]1[C:33]([OH:34])=[O:35]>>[CH3:1][O:2][C:3]([CH:4]([NH:5][C:33]([c:32]1[c:27]([O:26][CH3:25])[cH:28][cH:29][cH:30][cH:31]1)=[O:34])[CH2:6][c:7]1[cH:8][cH:9][c:10]([NH:13][C:14](=[O:15])[c:16]2[c:17]([Cl:23])[cH:18][cH:19][cH:20][c:21]2[Cl:22])[cH:11][cH:12]1)=[O:24]. Starting materials: CO, CN1CCNCC1CCc1cccc2c1C(=O)NC2=O, NN. Yields the product CN1CCNCC1CCN. RXN SMILES: [CH3:23][OH:24].[CH3:3][N:4]1[CH:5]([CH2:10][CH2:11][c:12]2[cH:13][cH:14][cH:15][c:16]3[c:21]2[C:19](=[O:20])[NH:18][C:17]3=[O:22])[CH2:6][NH:7][CH2:8][CH2:9]1.[NH2:1][NH2:2]>>[NH2:1][CH2:11][CH2:10][CH:5]1[N:4]([CH3:3])[CH2:9][CH2:8][NH:7][CH2:6]1. The product is COc1ncnc2sc(NC(=O)NCCNC(=O)c3ccc(F)c(C(F)(F)F)c3)nc12. RXN SMILES: [C:1]([O:2][C:6]([NH:7][CH2:8][CH2:9][NH:10][C:11](=[O:12])[NH:13][c:14]1[s:15][c:16]2[n:17][cH:18][n:19][c:20]([O:23][CH3:24])[c:21]2[n:22]1)=[O:25])([CH3:3])([CH3:4])[CH3:5].[CH2:67]([Cl:68])[Cl:69].[CH3:33][O:34][c:35]1[c:36]2[n:37][c:38]([NH:39][C:40]([N:41]3[CH2:42][CH2:43][CH:44]([NH2:45])[CH2:46]3)=[O:47])[s:48][c:49]2[n:50][cH:51][n:52]1.[F:53][c:54]1[c:55]([C:63]([F:64])([F:65])[F:66])[cH:56][c:57]([C:58]([Cl:59])=[O:60])[cH:61][cH:62]1.[OH:26][C:27]([C:28]([F:29])([F:30])[F:31])=[O:32]>>[C:6]([NH:7][CH2:8][CH2:9][NH:10][C:11](=[O:12])[NH:13][c:14]1[s:15][c:16]2[n:17][cH:18][n:19][c:20]([O:23][CH3:24])[c:21]2[n:22]1)(=[O:25])[c:57]1[cH:56][c:55]([C:63]([F:64])([F:65])[F:66])[c:54]([F:53])[cH:62][cH:61]1. Starting materials: COc1ncnc2sc(NC(=O)NCCNC(=O)OC(C)(C)C)nc12, ClCCl, COc1ncnc2sc(NC(=O)N3CCC(N)C3)nc12, O=C(Cl)c1ccc(F)c(C(F)(F)F)c1, O=C(O)C(F)(F)F.